This data is from the Open Reaction Database (ORD), a public repository of structured organic reaction records. The task is: describe an organic reaction: reactants, conditions, products, and yield The reactants are CC1=C(C=NN1)C(=O)O (5-Methylpyrazole-4-carboxylic acid), NC=1C=CC(=C(C#N)C1)OCC(C)(C)C (5-amino-2-neopentyloxybenzonitrile), ON1N=NC2=C1C=CC=C2 (1-hydroxybenzotriazole), C(C)N=C=NCCCN(C)C (1-ethyl-3-(3′-dimethylaminopropyl)carbodiimide), C([O-])([O-])=O.[K+].[K+] (potassium carbonate). Run in CN(C=O)C (dimethylformamide). Run at time 5 hour. Product: C(#N)C=1C=C(C=CC1OCC(C)(C)C)NC(=O)C=1C=NNC1C (N-(3-Cyano-4-neopentyloxyphenyl)-5-methylpyrazole-4-carboxamide). Yield: 16.3%. Reaction SMILES: [CH3:1][C:2]1[NH:6][N:5]=[CH:4][C:3]=1[C:7]([OH:9])=O.[NH2:10][C:11]1[CH:12]=[CH:13][C:14]([O:19][CH2:20][C:21]([CH3:24])([CH3:23])[CH3:22])=[C:15]([CH:18]=1)[C:16]#[N:17].ON1C2C=CC=CC=2N=N1.C(N=C=NCCCN(C)C)C.C(=O)([O-])[O-].[K+].[K+]>CN(C)C=O>[C:16]([C:15]1[CH:18]=[C:11]([NH:10][C:7]([C:3]2[CH:4]=[N:5][NH:6][C:2]=2[CH3:1])=[O:9])[CH:12]=[CH:13][C:14]=1[O:19][CH2:20][C:21]([CH3:23])([CH3:22])[CH3:24])#[N:17] |f:4.5.6|. Procedure details: 5-Methylpyrazole-4-carboxylic acid (2 g), 5-amino-2-neopentyloxybenzonitrile (3.2 g), 1-hydroxybenzotriazole (2.5 g) and 1-ethyl-3-(3′-dimethylaminopropyl)carbodiimide (3.6 g) were added to dimethylformamide (110 ml) and the mixture was stirred at room temperature for 5 h. The reaction mixture was treated with aqueous potassium carbonate solution and extracted with ethyl acetate. The organic layer was washed with saturated brine and dried over anhydrous magnesium sulfate, after which the solvent...